From a dataset of the Open Reaction Database (ORD), a public repository of structured organic reaction records. describe an organic reaction: reactants, conditions, products, and yield RXN SMILES: [CH2:52]([O:53][CH2:54][CH3:55])[CH3:56].[CH3:1][O:2][C:3]([CH2:4][N:5]([CH3:6])[C:7](=[O:8])[c:9]1[c:10]([O:22][CH3:23])[cH:11][cH:12][c:13]2[c:14]([Br:21])[c:15]([O:19][CH3:20])[cH:16][cH:17][c:18]12)=[O:24].[CH3:25][N:26]1[CH2:27][CH2:28][CH2:29][C:30]1=[O:31].[CH3:44][CH2:45][O:46][C:47](=[O:48])[CH3:49].[Cu:50][I:51].[F:32][C:33]([C:34]([O-:35])=[O:36])([F:37])[F:38].[K:40][C:41]#[N:42].[Na+:39].[OH2:43]>>[CH3:1][O:2][C:3]([CH2:4][N:5]([CH3:6])[C:7](=[O:8])[c:9]1[c:10]([O:22][CH3:23])[cH:11][cH:12][c:13]2[c:14]([C:33]([F:32])([F:37])[F:38])[c:15]([O:19][CH3:20])[cH:16][cH:17][c:18]12)=[O:24]. The reactants are CCOCC, COC(=O)CN(C)C(=O)c1c(OC)ccc2c(Br)c(OC)ccc12, CN1CCCC1=O, CCOC(C)=O, [Cu]I, O=C([O-])C(F)(F)F, N#C[K], [Na+], O. The product is COC(=O)CN(C)C(=O)c1c(OC)ccc2c(C(F)(F)F)c(OC)ccc12.